From a dataset of the Open Reaction Database (ORD), a public repository of structured organic reaction records. describe an organic reaction: reactants, conditions, products, and yield The reactants are C(C)(=O)NC1=CC(=C(C(=O)OC)C=C1Cl)OC(C)C#CC (methyl 4-acetoamido-5-chloro-2-{(3-pentyn-2-yl)oxy}benzoate), C(O)([O-])=O.[Na+] (sodium hydrogencarbonate). The solvent is CO (methanol), S(O)(O)(=O)=O (sulfuric acid). The product is NC1=CC(=C(C(=O)OC)C=C1Cl)OC(C)C#CC (Methyl 4-amino-5-chloro-2-{(3-pentyn-2-yl)oxy}benzoate). The yield is 98.3%. Reaction SMILES: C([NH:4][C:5]1[C:14]([Cl:15])=[CH:13][C:8]([C:9]([O:11][CH3:12])=[O:10])=[C:7]([O:16][CH:17]([C:19]#[C:20][CH3:21])[CH3:18])[CH:6]=1)(=O)C.C(=O)([O-])O.[Na+]>CO.S(=O)(=O)(O)O>[NH2:4][C:5]1[C:14]([Cl:15])=[CH:13][C:8]([C:9]([O:11][CH3:12])=[O:10])=[C:7]([O:16][CH:17]([C:19]#[C:20][CH3:21])[CH3:18])[CH:6]=1 |f:1.2|. Procedure: To the suspension of methyl 4-acetoamido-5-chloro-2-{(3-pentyn-2-yl)oxy}benzoate (78.3 g) in methanol (700 ml), concentrated sulfuric acid (78 ml) was dropwisely added at 0° C. The temperature of the reaction mixture was raised to room temperature. After the reaction mixture was stirred over night at room temperature, the reaction mixture was poured into a saturated aqueous sodium hydrogencarbonate solution (5 l) gradually. Crystal thus precipitated was recovered by filtration, washed with water... Reactants: N (ammonia), CC1=NN(C(=N1)C)C1=C(C=C(N)C=C1)F (4-(3,5-dimethyl-1H-1,2,4-triazol-1-yl)-3-fluoroaniline), C(=S)(N1C(C=CC=C1)=O)N1C(C=CC=C1)=O (1,1′-thiocarbonyldipyridin-2(1H)-one), ( 3 ). Solvent: ClCCl (Dichloromethane). Reaction conditions: time 24 hour. Yields the product CC1=NN(C(=N1)C)C1=C(C=C(C=C1)NC(=S)N)F (1-(4-(3,5-dimethyl-1H-1,2,4-triazol-1-yl)-3-fluorophenyl)thiourea). Yield: 50.0%. Reaction SMILES: [CH3:1][C:2]1[N:6]=[C:5]([CH3:7])[N:4]([C:8]2[CH:14]=[CH:13][C:11]([NH2:12])=[CH:10][C:9]=2[F:15])[N:3]=1.[C:16](N1C=CC=CC1=O)([N:18]1C=CC=CC1=O)=[S:17].N>ClCCl>[CH3:1][C:2]1[N:6]=[C:5]([CH3:7])[N:4]([C:8]2[CH:14]=[CH:13][C:11]([NH:12][C:16]([NH2:18])=[S:17])=[CH:10][C:9]=2[F:15])[N:3]=1. Procedure: Step T (3): Dichloromethane (100 mL) was added to a flask charged with 4-(3,5-dimethyl-1H-1,2,4-triazol-1-yl)-3-fluoroaniline (1.67 g, 8.10 mmol and 1,1′-thiocarbonyldipyridin-2(1H)-one (1.88 g, 8.10 mmol). The resulting mixture was stirred for 24 h at rt and concentrated in vacuo. A solution of ammonia (2.0 M in methanol, 50 mL, 100 mmol) was added to the crude solid. The heterogeneous mixture was stirred at rt for 2 h, then evaporated to dryness under reduced pressure using a rotory evaporator... Starting materials: N1=C(C=CC2=CC=CC=C12)COC1=CC=C(C=C1)C(CCO)(C)C1=CC=C(C=C1)OCC1=NC2=CC=CC=C2C=C1 (3,3-bis(4-(2-quinolylmethoxy)phenyl)butan-1-ol), N1=C(C=CC2=CC=CC=C12)COC1=CC=C(C=C1)C(CCCO)(C)C1=CC=C(C=C1)OCC1=NC2=CC=CC=C2C=C1 (4,4-bis(4-(2-quinolylmethoxy)phenyl)pentan-1 -ol). Product: N1=C(C=CC2=CC=CC=C12)COC1=CC=C(C=C1)C(CCCON)C1=CC=C(C=C1)OCC1=NC2=CC=CC=C2C=C1 (O-[4,4-bis(4-(2-quinolylmethoxy)phenyl)but-1-yl]hydroxylamine). RXN SMILES: [N:1]1C2C(=CC=CC=2)C=CC=1COC1C=CC(C(C2C=CC(OCC3C=CC4C(=CC=CC=4)N=3)=CC=2)(C)CCO)=CC=1.[N:42]1[C:51]2[C:46](=[CH:47][CH:48]=[CH:49][CH:50]=2)[CH:45]=[CH:44][C:43]=1[CH2:52][O:53][C:54]1[CH:59]=[CH:58][C:57]([C:60]([C:66]2[CH:71]=[CH:70][C:69]([O:72][CH2:73][C:74]3[CH:83]=[CH:82][C:81]4[C:76](=[CH:77][CH:78]=[CH:79][CH:80]=4)[N:75]=3)=[CH:68][CH:67]=2)(C)[CH2:61][CH2:62][CH2:63][OH:64])=[CH:56][CH:55]=1>>[N:42]1[C:51]2[C:46](=[CH:47][CH:48]=[CH:49][CH:50]=2)[CH:45]=[CH:44][C:43]=1[CH2:52][O:53][C:54]1[CH:59]=[CH:58][C:57]([CH:60]([C:66]2[CH:71]=[CH:70][C:69]([O:72][CH2:73][C:74]3[CH:83]=[CH:82][C:81]4[C:76](=[CH:77][CH:78]=[CH:79][CH:80]=4)[N:75]=3)=[CH:68][CH:67]=2)[CH2:61][CH2:62][CH2:63][O:64][NH2:1])=[CH:56][CH:55]=1. Procedure details: The desired compound was prepared according to the method of Example 5, steps 1 and 2, except substituting 3,3-bis(4-(2-quinolylmethoxy)phenyl)butan-1-ol, prepared as in step 1, for 4,4-bis(4-(2-quinolylmethoxy)phenyl)pentan-1 -ol. Starting materials: ester, C(C)OC(=O)C1=CNC2=CC=C(C=C2C1=O)C(C)=O (1,4-dihydro-6-acetyl-4-oxoquinoline-3-carboxylic acid ethyl ester), FC1=CC=C(C=C1)CCl (4-fluorophenylmethyl chloride), C(=O)([O-])[O-].[K+].[K+] (K2CO3), O (water). Run in CN(C)C=O (DMF). Conditions: temperature 100 celsius, time 18 hour. Yields the product C(C)OC(=O)C1=CN(C2=CC=C(C=C2C1=O)C(C)=O)CC1=CC=C(C=C1)F (1-(4-fluorophenyl)methyl-1,4-dihydro-6-acetyl-4-oxoquinoline-3-carboxylic acid ethyl ester). Yield: 88.8%. RXN SMILES: [CH2:1]([O:3][C:4]([C:6]1[C:15](=[O:16])[C:14]2[C:9](=[CH:10][CH:11]=[C:12]([C:17](=[O:19])[CH3:18])[CH:13]=2)[NH:8][CH:7]=1)=[O:5])[CH3:2].[F:20][C:21]1[CH:26]=[CH:25][C:24]([CH2:27]Cl)=[CH:23][CH:22]=1.C([O-])([O-])=O.[K+].[K+].O>CN(C=O)C>[CH2:1]([O:3][C:4]([C:6]1[C:15](=[O:16])[C:14]2[C:9](=[CH:10][CH:11]=[C:12]([C:17](=[O:19])[CH3:18])[CH:13]=2)[N:8]([CH2:27][C:24]2[CH:25]=[CH:26][C:21]([F:20])=[CH:22][CH:23]=2)[CH:7]=1)=[O:5])[CH3:2] |f:2.3.4|. Procedure: A suspension of ester compound 8 (0.6 g, 2.3 mmol) 4-fluorophenylmethyl chloride (0.97 g, 6.8 mmol) and anhydrous K2CO3 (0.44 g, 6.8 mmol) in dry DMF (20 mL) was stirred for 18 hours at 100° C. After this time the mixture was poured into water (100 mL) and the solid that precipitated was filtered, washed with water, ethanol and light petroleum ether, in turn, and finally dried under IR lamp to give compound 9 (0.75 g, 95%); mp 207-209° C. (washed with dry ethanol). The solvent is COCCOC (DME). Procedure: 1-tert-Butyl-2-ethyl 5-iodo-3-(morpholin-4-ylsulfonyl)-1H-indole-1,2-dicarboxylate (54 mg, 0.096 mmol, 1.0 equiv), 1-benzofuran-2-ylboronic acid (22 mg, 0.13 mmol, 1.4 equiv), tri-t-butylphosphine (3.9 mg, 0.02 mmol, 0.2 equiv) and palladium(II)acetate (2.1 mg, 0.01 mmol, 0.1 equiv) and cesium fluoride (73 mg, 0.48 mmol, 5.0 equiv) were dissolved in 5 mL of dry DME and heated to 90° C. for 3 hours. The mixture was cooled to ambient temperature, poured into aqueous saturated NaHCO3 and the aqueou... The reactants are C(=O)(O)[O-].[Na+] (NaHCO3), IC=1C=C2C(=C(N(C2=CC1)C(=O)OCCC(C)(C)C)C(=O)[O-])S(=O)(=O)N1CCOCC1 (1-tert-Butyl-2-ethyl 5-iodo-3-(morpholin-4-ylsulfonyl)-1H-indole-1,2-dicarboxylate), O1C(=CC2=C1C=CC=C2)B(O)O (1-benzofuran-2-ylboronic acid), C(C)(C)(C)P(C(C)(C)C)C(C)(C)C (tri-t-butylphosphine), [F-].[Cs+] (cesium fluoride). Reagents/catalysts: C(C)(=O)[O-].[Pd+2].C(C)(=O)[O-] (palladium(II)acetate). Run at temperature 90 celsius. Reaction SMILES: I[C:2]1[CH:3]=[C:4]2[C:8](=[CH:9][CH:10]=1)[N:7](C(OCCC(C)(C)C)=O)[C:6]([C:20]([O-:22])=[O:21])=[C:5]2[S:23]([N:26]1[CH2:31][CH2:30][O:29][CH2:28][CH2:27]1)(=[O:25])=[O:24].[O:32]1[C:36]2[CH:37]=[CH:38][CH:39]=[CH:40][C:35]=2[CH:34]=[C:33]1B(O)O.[C:44](P(C(C)(C)C)C(C)(C)C)(C)(C)[CH3:45].[F-].[Cs+].C([O-])(O)=O.[Na+]>COCCOC.C([O-])(=O)C.[Pd+2].C([O-])(=O)C>[O:32]1[C:36]2[CH:37]=[CH:38][CH:39]=[CH:40][C:35]=2[CH:34]=[C:33]1[C:2]1[CH:3]=[C:4]2[C:8](=[CH:9][CH:10]=1)[NH:7][C:6]([C:20]([O:22][CH2:44][CH3:45])=[O:21])=[C:5]2[S:23]([N:26]1[CH2:27][CH2:28][O:29][CH2:30][CH2:31]1)(=[O:24])=[O:25] |f:3.4,5.6,8.9.10|. Yields the product O1C(=CC2=C1C=CC=C2)C=2C=C1C(=C(NC1=CC2)C(=O)OCC)S(=O)(=O)N2CCOCC2 (Ethyl 5-(1-benzofuran-2-yl)-3-(morpholin-4-ylsulfonyl)-1H-indole-2-carboxylate). Starting materials: O=O (oxygen), C(CC)C1N=CC(C(N1)CCC)CC (2.4-di-n-propyl-5-ethyl-2,3,4,5-tetrahydropyrimidine), C(C)(=O)[O-].[NH4+] (ammonium acetate), O=O (oxygen). Reagents/catalysts: C(C)(=O)[O-].[Cu+2].C(C)(=O)[O-] (copper (II) acetate). Product: C(CC)C1=NC=C(C=C1CC)CC (2-n-Propyl-3.5-diethyl pyridine). RXN SMILES: [CH2:1]([CH:4]1[NH:9][CH:8]([CH2:10][CH2:11][CH3:12])[CH:7]([CH2:13][CH3:14])[CH:6]=N1)[CH2:2][CH3:3].C([O-])(=O)C.[NH4+].O=O>C([O-])(=O)C.[Cu+2].C([O-])(=O)C>[CH2:10]([C:8]1[C:7]([CH2:13][CH3:14])=[CH:6][C:1]([CH2:2][CH3:3])=[CH:4][N:9]=1)[CH2:11][CH3:12] |f:1.2,4.5.6|. Procedure: Into a mixture of 62.9 grams of 2.4-di-n-propyl-5-ethyl-2,3,4,5-tetrahydropyrimidine, 4 grams of ammonium acetate and 4 grams of copper (II) acetate was introduced oxygen gas. Under continuous stirring and introduction of oxygen gas, the mixture was heated for 3 hours at 96°-128° C. The resulting reaction mixture was distilled under diminished pressure. The fraction b20 122°-126° was collected as 37.2 grams (67.8% of theory) of 2-n-propyl-3.5-diethyl pyridine; nuclear magnetic resonance spectrum... The reactants are C1(=CC=CC=C1)NC(OCCl)=O (chloromethyl N-phenylcarbamate), NC1=CC(=C(C(=O)NC2CCN(CC2)CC2CCNCC2)C=C1Cl)OC (4-amino-5-chloro-2-methoxy-N-[1-(4-piperidinylmethyl)-4-piperidinyl]benzamide). Run in C(C)O (ethanol), C(C)O (ethanol). Reaction conditions: time 7 hour. Yields the product NC1=CC(=C(C(=O)NC2CCN(CC2)CC2CCN(CC2)C(NC2=CC=CC=C2)=O)C=C1Cl)OC (4-amino-5-chloro-2-methoxy-N-[1-(1-phenylcarbamoyl-4-piperidinylmethyl)-4-piperidinyl]benzamide). The yield is 81.0%. RXN SMILES: [C:1]1([NH:7][C:8](=[O:12])OCCl)[CH:6]=[CH:5][CH:4]=[CH:3][CH:2]=1.[NH2:13][C:14]1[C:35]([Cl:36])=[CH:34][C:17]([C:18]([NH:20][CH:21]2[CH2:26][CH2:25][N:24]([CH2:27][CH:28]3[CH2:33][CH2:32][NH:31][CH2:30][CH2:29]3)[CH2:23][CH2:22]2)=[O:19])=[C:16]([O:37][CH3:38])[CH:15]=1>C(O)C>[NH2:13][C:14]1[C:35]([Cl:36])=[CH:34][C:17]([C:18]([NH:20][CH:21]2[CH2:26][CH2:25][N:24]([CH2:27][CH:28]3[CH2:29][CH2:30][N:31]([C:8](=[O:12])[NH:7][C:1]4[CH:2]=[CH:3][CH:4]=[CH:5][CH:6]=4)[CH2:32][CH2:33]3)[CH2:23][CH2:22]2)=[O:19])=[C:16]([O:37][CH3:38])[CH:15]=1. Procedure: To a solution of chloromethyl N-phenylcarbamate (220 mg), which is prepared by the method disclosed in Synth. Commun., 1996, 26, 4253, in ethanol (20 ml) is added dropwise a solution of 4-amino-5-chloro-2-methoxy-N-[1-(4-piperidinylmethyl)-4-piperidinyl]benzamide (910 mg) in ethanol (10 ml) at room temperature, and the mixture is stirred at room temperature for 7 hours. The mixture is concentrated to dryness under reduced pressure, and the residue is dissolved in chloroform, washed with water an... Reactants: C(C)(C)(C)S(=O)N=CCCCC(=O)OC (methyl 5-((tert-butylsulfinyl)imino)pentanoate), BrC=1C(=NC=CC1OC)OC (3-bromo-2,4-dimethoxypyridine), [Li]CCCC (n-BuLi), hexanes, [NH4+].[Cl-] (NH4Cl). The solvent is C1CCOC1 (THF), C1CCOC1 (THF), O (water), CCOCC (Et2O). Reaction conditions: temperature -78 celsius, time 10 minute. Yields the product COC1=NC=CC(=C1C(CCCC(=O)OC)NS(=O)C(C)(C)C)OC (methyl 5-(2,4-dimethoxypyridin-3-yl)-5-(1,1-dimethylethylsulfinamido)pentanoate). RXN SMILES: Br[C:2]1[C:3]([O:10][CH3:11])=[N:4][CH:5]=[CH:6][C:7]=1[O:8][CH3:9].[Li]CCCC.[C:17]([S:21]([N:23]=[CH:24][CH2:25][CH2:26][CH2:27][C:28]([O:30][CH3:31])=[O:29])=[O:22])([CH3:20])([CH3:19])[CH3:18].[NH4+].[Cl-]>C1COCC1.O.CCOCC>[CH3:11][O:10][C:3]1[C:2]([CH:24]([NH:23][S:21]([C:17]([CH3:20])([CH3:19])[CH3:18])=[O:22])[CH2:25][CH2:26][CH2:27][C:28]([O:30][CH3:31])=[O:29])=[C:7]([O:8][CH3:9])[CH:6]=[CH:5][N:4]=1 |f:3.4|. Procedure details: A cooled (−78° C.) yellow solution of commercially available 3-bromo-2,4-dimethoxypyridine (1.490 g; 6.83 mmol) in anh. THF (42 ml), under nitrogen, was treated dropwise with a solution of 1.6 M n-BuLi in hexanes (4.3 ml; 6.88 mmol). The resulting orange solution was further stirred at −78° C. for 10 min. A yellow solution of methyl 5-((tert-butylsulfinyl)imino)pentanoate (1.450 g; 6.21 mmol) in anh. THF (5 ml) was then added to the cooled reaction mixture, and stirring at −78° C. was continued ... Yields the product Cl, O=C(O)CCCN1CCN(C2c3ccccc3CCc3ccccc32)CC1. As a reaction SMILES: [CH2:1]([CH3:2])[O:3][C:4]([CH2:5][CH2:6][CH2:7][N:8]1[CH2:9][CH2:10][N:11]([CH:14]2[c:15]3[c:16]([cH:25][cH:26][cH:27][cH:28]3)[CH2:17][CH2:18][c:19]3[c:20]2[cH:21][cH:22][cH:23][cH:24]3)[CH2:12][CH2:13]1)=[O:29].[CH3:34][CH2:35][OH:36].[ClH:33].[Na+:31].[OH-:30].[OH2:32]>>[ClH:33].[O:3]=[C:4]([CH2:5][CH2:6][CH2:7][N:8]1[CH2:9][CH2:10][N:11]([CH:14]2[c:15]3[c:16]([cH:25][cH:26][cH:27][cH:28]3)[CH2:17][CH2:18][c:19]3[c:20]2[cH:21][cH:22][cH:23][cH:24]3)[CH2:12][CH2:13]1)[OH:29]. Starting materials: CCOC(=O)CCCN1CCN(C2c3ccccc3CCc3ccccc32)CC1, CCO, Cl, [Na+], [OH-], O.